This data is from the Open Reaction Database (ORD), a public repository of structured organic reaction records. The task is: describe an organic reaction: reactants, conditions, products, and yield Starting materials: CS(=O)C1=CN=CC2=CC=CC(=C12)NC1CCN(CC1)C(=O)OC(C)(C)C (4-(4-methanesulfinyl-5-isoquinolyl)amino-1-(tert-butoxycarbonyl)piperidine), Cl.CO (hydrogen chloride methanol). Product: Cl.CS(=O)C1=CN=CC2=CC=CC(=C12)NC1CCNCC1 (4-(4-methanesulfinyl-5-isoquinolyl)aminopiperidine hydrochloride). Reaction SMILES: [CH3:1][S:2]([C:4]1[C:13]2[C:8](=[CH:9][CH:10]=[CH:11][C:12]=2[NH:14][CH:15]2[CH2:20][CH2:19][N:18](C(OC(C)(C)C)=O)[CH2:17][CH2:16]2)[CH:7]=[N:6][CH:5]=1)=[O:3].[ClH:28].CO>>[ClH:28].[CH3:1][S:2]([C:4]1[C:13]2[C:8](=[CH:9][CH:10]=[CH:11][C:12]=2[NH:14][CH:15]2[CH2:20][CH2:19][NH:18][CH2:17][CH2:16]2)[CH:7]=[N:6][CH:5]=1)=[O:3] |f:1.2,3.4|. Reported procedure: According to the method of Example 1, Step C, deprotection was performed (50° C., 2 hours) by using Intermediate 79 (138 mg) and 10% hydrogen chloride/methanol solution (3 ml). The reaction mixture was cooled to room temperature, and then the solvent was evaporated under reduced pressure. The residue was added with methanol (2 ml) and diethyl ether (6 ml). The deposited precipitates were collected by filtration and washed with diethyl ether to obtain the title compound (92.2 mg) as brown powdery... Starting materials: [OH-].[Na+] (sodium hydroxide), NC1=NC2=CC=C(C=C2C(=C1C#N)O)N1CC(OC(C1)C)C (2-amino-3-cyano-4-hydroxy-6-(2,6-dimethylmorpholin-4-yl)quinoline), P(=O)(Cl)(Cl)Cl (phosphoryl chloride), ice. Conditions: temperature 120 celsius, time 4 hour. Yields the product NC1=NC2=CC=C(C=C2C(=C1C#N)Cl)N1CC(OC(C1)C)C (2-Amino-3-cyano-4-chloro-6-(2,6-dimethylmorpholin-4-yl)quinoline). As a reaction SMILES: [NH2:1][C:2]1[C:11]([C:12]#[N:13])=[C:10](O)[C:9]2[C:4](=[CH:5][CH:6]=[C:7]([N:15]3[CH2:20][CH:19]([CH3:21])[O:18][CH:17]([CH3:22])[CH2:16]3)[CH:8]=2)[N:3]=1.P(Cl)(Cl)([Cl:25])=O.[OH-].[Na+]>>[NH2:1][C:2]1[C:11]([C:12]#[N:13])=[C:10]([Cl:25])[C:9]2[C:4](=[CH:5][CH:6]=[C:7]([N:15]3[CH2:20][CH:19]([CH3:21])[O:18][CH:17]([CH3:22])[CH2:16]3)[CH:8]=2)[N:3]=1 |f:2.3|. Reported procedure: The mixture of 1.7 g of 2-amino-3-cyano-4-hydroxy-6-(2,6-dimethylmorpholin-4-yl)quinoline and 3.4 ml of phosphoryl chloride is stirred at 120° C. for 4 hours. The cooled reaction mixture is poured onto 30 g of ice, the pH of the mixture is adjusted to 8 with 10% sodium hydroxide solution, and the precipitated material is filtered off. After drying 1.5 g of the title compound is obtained (MH+: 317). Starting materials: O=C([O-])[O-], CC#N, [Cs+], [Cs+], O=[N+]([O-])c1ccc(NS(=O)(=O)CCCCl)cc1. The product is O=[N+]([O-])c1ccc(N2CCCS2(=O)=O)cc1. As a reaction SMILES: [C:1](=[O:2])([O-:3])[O-:4].[CH3:24][C:25]#[N:26].[Cs+:5].[Cs+:6].[N+:7](=[O:8])([O-:9])[c:10]1[cH:11][cH:12][c:13]([NH:16][S:17](=[O:18])(=[O:19])[CH2:20][CH2:21][CH2:22][Cl:23])[cH:14][cH:15]1>>[N+:7](=[O:8])([O-:9])[c:10]1[cH:11][cH:12][c:13]([N:16]2[S:17](=[O:18])(=[O:19])[CH2:20][CH2:21][CH2:22]2)[cH:14][cH:15]1. Procedure details: Following the procedure as described in Example 19, making variations only as required to use cyclopropylboronic acid in place of phenethylboronic acid to react with -(5-(benzylcarbamoyl)-4-methylthiazol-2-yl)-2-oxo-1,2-dihydropyridin-4-yl trifluoromethanesulfonate, the title compound was obtained as a colorless solid in 54% yield: mp 149-151° C. (ethyl acetate/hexanes); 1H NMR (300 MHz, CDCl3) δ 8.63 (d, J=7.6 Hz, 1H), 7.39-7.25 (m, 5H), 6.39 (d, J=1.5 Hz, 1H), 6.10-6.05 (m, 2H), 4.58 (d, J=5.6... As a reaction SMILES: [CH:1]1(B(O)O)[CH2:3][CH2:2]1.FC(F)(F)S(O[C:13]1[CH:18]=[CH:17][N:16]([C:19]2[S:20][C:21]([C:25](=[O:34])[NH:26][CH2:27][C:28]3[CH:33]=[CH:32][CH:31]=[CH:30][CH:29]=3)=[C:22]([CH3:24])[N:23]=2)[C:15](=[O:35])[CH:14]=1)(=O)=O>>[CH2:27]([NH:26][C:25]([C:21]1[S:20][C:19]([N:16]2[CH:17]=[CH:18][C:13]([CH:1]3[CH2:3][CH2:2]3)=[CH:14][C:15]2=[O:35])=[N:23][C:22]=1[CH3:24])=[O:34])[C:28]1[CH:33]=[CH:32][CH:31]=[CH:30][CH:29]=1. Starting materials: C1(CC1)B(O)O (cyclopropylboronic acid), FC(S(=O)(=O)OC1=CC(N(C=C1)C=1SC(=C(N1)C)C(NCC1=CC=CC=C1)=O)=O)(F)F ((5-(benzylcarbamoyl)-4-methylthiazol-2-yl)-2-oxo-1,2-dihydropyridin-4-yl trifluoromethanesulfonate). The product is C(C1=CC=CC=C1)NC(=O)C1=C(N=C(S1)N1C(C=C(C=C1)C1CC1)=O)C (N-Benzyl-2-(4-cyclopropyl-2-oxopyridin-1(2H)-yl)-4-methylthiazole-5-carboxamide). Yield: 54.0%.